Dataset: the Open Reaction Database (ORD), a public repository of structured organic reaction records. Task: describe an organic reaction: reactants, conditions, products, and yield The product is Cl.Cl.FC(OC1=CC(=C(C=C1F)N)N)F (4-difluoromethoxy-5-fluoro-1,2-phenylenediamine dihydrochloride). Reactants: Cl (hydrogen chloride), FC(OC1=CC(=C(N)C=C1F)[N+](=O)[O-])F (4-difluoromethoxy-5-fluoro-2-nitroaniline). The solvent is CO (methanol). Procedure: 22.5 ml of 100% strength nitric acid are added dropwise to 20 g of the above compound in 200 ml of methylene chloride at 20° C. in the course of 30 min., and stirring is continued for 15 h at room temperature. Analogously to Examples 11c, N-(4-difluoroethoxy-5-fluoro-2-nitrophenyl)-acetamide of m.p. 72°-74° C. (89% yield, from cyclohexane), is obtained. Stirring this compound for several hours with 1M hydrogen chloride in methanol at 60° C. yields 4-difluoromethoxy-5-fluoro-2-nitroaniline of m.p... RXN SMILES: [ClH:1].[F:2][CH:3]([F:16])[O:4][C:5]1[C:11]([F:12])=[CH:10][C:8]([NH2:9])=[C:7]([N+:13]([O-])=O)[CH:6]=1>CO>[ClH:1].[ClH:1].[F:16][CH:3]([F:2])[O:4][C:5]1[C:11]([F:12])=[CH:10][C:8]([NH2:9])=[C:7]([NH2:13])[CH:6]=1 |f:3.4.5|. Yield: 85.0%. The reactants are ClC=1C(=C(C(=C(C1)C(C)O)C1=CC(=CC(=C1)F)F)C=O)C (4-chloro-3′,5′-difluoro-6-(1-hydroxyethyl)-3-methylbiphenyl-2-carbaldehyde), [OH-].[Na+] (sodium hydroxide), Cl (HCl), [OH-].[Na+] (sodium hydroxide). The solvent is CO (methanol), O (water), O (water). Conditions: time 8 hour. The product is ClC=1C(=C(C(=C(C1)C(C)O)C1=CC(=CC(=C1)F)F)C(=O)O)C (4-Chloro-3′,5′-difluoro-6-(1-hydroxyethyl)-3-methylbiphenyl-2-carboxylic acid). RXN SMILES: [Cl:1][C:2]1[C:3]([CH3:21])=[C:4]([CH:19]=[O:20])[C:5]([C:11]2[CH:16]=[C:15]([F:17])[CH:14]=[C:13]([F:18])[CH:12]=2)=[C:6]([CH:8]([OH:10])[CH3:9])[CH:7]=1.[OH-:22].[Na+].Cl>CO.O>[Cl:1][C:2]1[C:3]([CH3:21])=[C:4]([C:19]([OH:22])=[O:20])[C:5]([C:11]2[CH:16]=[C:15]([F:17])[CH:14]=[C:13]([F:18])[CH:12]=2)=[C:6]([CH:8]([OH:10])[CH3:9])[CH:7]=1 |f:1.2|. Procedure: To a solution of 4-chloro-3′,5′-difluoro-6-(1-hydroxyethyl)-3-methylbiphenyl-2-carbaldehyde (1.00 g, 3.22 mmol) in methanol (40 mL) was added 1.0 M sodium hydroxide in water (16 mL, 16 mmol), followed by 1.0 M sodium hydroxide in water. After stirred at rt overnight, the mixture was slowly acidified to pH 5 with 1 N HCl, then extracted with EtOAc. The combined organic layers were washed with brine, dried over magnesium sulfate, and concentrated to dry under reduced pressure. The crude residue wa... The reactants are CCO, CCOC(=O)c1cnc2c(cnn2CC)c1NC1CC1, [Na+], [OH-], O. The product is CCn1ncc2c(NC3CC3)c(C(=O)O)cnc21. As a reaction SMILES: [CH3:24][CH2:25][OH:26].[CH:1]1([NH:4][c:5]2[c:6]3[c:7]([n:8][cH:9][c:10]2[C:11](=[O:12])[O:13][CH2:14][CH3:15])[n:16]([CH2:19][CH3:20])[n:17][cH:18]3)[CH2:2][CH2:3]1.[Na+:22].[OH-:21].[OH2:23]>>[CH:1]1([NH:4][c:5]2[c:6]3[c:7]([n:8][cH:9][c:10]2[C:11](=[O:12])[OH:13])[n:16]([CH2:19][CH3:20])[n:17][cH:18]3)[CH2:2][CH2:3]1. Reactants: OC1=C(C=CC(=C1)CCCCCCCCCCCCCC)C(C)=O (1-(2-hydroxy-4-tetradecylphenyl)-ethanone). The reagents and catalysts are [Pd] (palladium on carbon). Run in C(C)(=O)O (acetic acid), CO (methanol). Reaction conditions: time 18 hour. The product is C(C)C1=C(C=C(C=C1)CCCCCCCCCCCCCC)O (2-Ethyl-5-tetradecylphenol). As a reaction SMILES: [OH:1][C:2]1[CH:7]=[C:6]([CH2:8][CH2:9][CH2:10][CH2:11][CH2:12][CH2:13][CH2:14][CH2:15][CH2:16][CH2:17][CH2:18][CH2:19][CH2:20][CH3:21])[CH:5]=[CH:4][C:3]=1[C:22](=O)[CH3:23]>C(O)(=O)C.CO.[Pd]>[CH2:22]([C:3]1[CH:4]=[CH:5][C:6]([CH2:8][CH2:9][CH2:10][CH2:11][CH2:12][CH2:13][CH2:14][CH2:15][CH2:16][CH2:17][CH2:18][CH2:19][CH2:20][CH3:21])=[CH:7][C:2]=1[OH:1])[CH3:23]. Reported procedure: A 15.6 g portion of 1-(2-hydroxy-4-tetradecylphenyl)-ethanone was heated in a mixture of 120 ml of acetic acid and 30 ml of methanol until solution was complete. A 4 g portion of 5% palladium on carbon was added and the mixture was hydrogenated in a Parr apparatus for 18 hours. The mixture was then filtered through diatomaceous earth and the solvents removed under reduced pressure, giving 14.5 g of the desired compound, mp 59°-60° C.